Dataset: the Open Reaction Database (ORD), a public repository of structured organic reaction records. Task: describe an organic reaction: reactants, conditions, products, and yield Starting materials: [Si](C1=CC=CC=C1)(C1=CC=CC=C1)(C(C)(C)C)OC1=C2CCCC(C2=CC=C1)=O (5-t-butyldiphenylsilyloxy-1-oxo-1,2,3,4-tetrahydronaphthalene), C(C)(=O)OCC (ethyl acetate), O (water), Li-enolate. The solvent is O1CCCC1 (THF). Run at time 1 hour. Yields the product OC1(CCCC2=C(C=CC=C12)O[Si](C1=CC=CC=C1)(C1=CC=CC=C1)C(C)(C)C)CC(=O)OCC (1-hydroxy-1-ethoxycarbonylmethyl-5-t-butyldiphenylsilyloxy-1,2,3,4-tetrahydronaphthalene). Reaction SMILES: [Si:1]([O:18][C:19]1[CH:28]=[CH:27][CH:26]=[C:25]2[C:20]=1[CH2:21][CH2:22][CH2:23][C:24]2=[O:29])([C:14]([CH3:17])([CH3:16])[CH3:15])([C:8]1[CH:13]=[CH:12][CH:11]=[CH:10][CH:9]=1)[C:2]1[CH:7]=[CH:6][CH:5]=[CH:4][CH:3]=1.[C:30]([O:33][CH2:34][CH3:35])(=[O:32])[CH3:31].O>O1CCCC1>[OH:29][C:24]1([CH2:31][C:30]([O:33][CH2:34][CH3:35])=[O:32])[C:25]2[C:20](=[C:19]([O:18][Si:1]([C:14]([CH3:16])([CH3:17])[CH3:15])([C:8]3[CH:9]=[CH:10][CH:11]=[CH:12][CH:13]=3)[C:2]3[CH:7]=[CH:6][CH:5]=[CH:4][CH:3]=3)[CH:28]=[CH:27][CH:26]=2)[CH2:21][CH2:22][CH2:23]1. Reported procedure: To a solution of diisopropylamine (17 ml) in THF (tetrahydrofuran) (210 ml) was added n-butyllithium (67 ml, 1.6N in hexane) at -78° C. under N2. The solution was stirred for 30 minutes at 0° C. and then cooled to -78° C. To the solution was added ethyl acetate (12 g) and the mixture was stirred for 30 minutes at the same temperature to give Li-enolate solution. A solution of 5-t-butyldiphenylsilyloxy-1-oxo-1,2,3,4-tetrahydronaphthalene (10 g) in THF (50 ml) was cooled to -78° C., the above Li-e...